This data is from the Open Reaction Database (ORD), a public repository of structured organic reaction records. The task is: describe an organic reaction: reactants, conditions, products, and yield Starting materials: C(C)(=O)O (acetic acid), hydrochloride salt, Cl.C(C)(C)(C)NCC(=O)C1=CC(=C(C=C1)OC(C1=CC=C(C=C1)OC)=O)O (3-hydroxy-4-(p-anisoyloxy)phenyl tert-butylaminomethyl ketone hydrochloride), acetate salt, Cl (hydrochloric acid). The solvent is CN(C=O)C (N,N-dimethylformamide). Product: Cl.OC=1C=C(C(CNC(C)(C)C)O)C=CC1OC(C1=CC=C(C=C1)OC)=O (3-hydroxy-4-(p-anisoyloxy)-alpha-(tert-butylaminomethyl)benzyl alcohol hydrochloride). As a reaction SMILES: C(O)(=O)C.[ClH:5].Cl.[C:7]([NH:11][CH2:12][C:13]([C:15]1[CH:20]=[CH:19][C:18]([O:21][C:22](=[O:31])[C:23]2[CH:28]=[CH:27][C:26]([O:29][CH3:30])=[CH:25][CH:24]=2)=[C:17]([OH:32])[CH:16]=1)=[O:14])([CH3:10])([CH3:9])[CH3:8]>CN(C)C=O>[ClH:5].[OH:32][C:17]1[CH:16]=[C:15]([CH:20]=[CH:19][C:18]=1[O:21][C:22](=[O:31])[C:23]1[CH:24]=[CH:25][C:26]([O:29][CH3:30])=[CH:27][CH:28]=1)[CH:13]([OH:14])[CH2:12][NH:11][C:7]([CH3:10])([CH3:9])[CH3:8] |f:2.3,5.6|. Reported procedure: Using a procedure similar to that described above in Example 58A, 26 g. of 3,4-dihydroxyphenyl tert-butylaminomethyl ketone hydrochloride was reacted with 16 g. of sodium methoxide in 300 ml. of N,N-dimethylformamide under an atmosphere of nitrogen and then 17 g. of p-anisoyl chloride was added to produce 3-hydroxy-4-(p-anisoyloxy)phenyl tert-butylaminomethyl ketone hydrochloride. This salt was converted to the free base which was treated with acetic acid to yield 35 g. of the acetate salt, m.p.... Product: NC1=CC(=C(C(=O)NCC2CCN(CC2)CCCCCN(CC2=CC3=CC=CC=C3C=C2)CC)C=C1Cl)OC (4-amino-5-chloro-N-((1-(5-(N-ethyl-N-(2-naphthylmethyl)amino)pentyl)-piperidin-4-yl)methyl)-2-methoxybenzamide). Reactants: NC1=CC(=C(C(=O)NCC2CCN(CC2)CCCCCNCC2=CC3=CC=CC=C3C=C2)C=C1Cl)OC (4-Amino-5-chloro-2-methoxy-N-((1-(5-(2-naphthylmethylamino)pentyl)-piperidin-4-yl)methyl)benzamide), C(C)=O (acetaldehyde), C(#N)[BH3-].[Na+] (sodium cyanoborohydride). Procedure details: 4-Amino-5-chloro-2-methoxy-N-((1-(5-(2-naphthylmethylamino)pentyl)-piperidin-4-yl)methyl)benzamide (1.50 g) as starting compound, acetaldehyde (0.18 ml) and sodium cyanoborohydride (0.40 g) were reacted and treated in the same manner as in Example 136 to give 1.1 g of 4-amino-5-chloro-N-((1-(5-(N-ethyl-N-(2-naphthylmethyl)amino)pentyl)-piperidin-4-yl)methyl)-2-methoxybenzamide. As a reaction SMILES: [NH2:1][C:2]1[C:34]([Cl:35])=[CH:33][C:5]([C:6]([NH:8][CH2:9][CH:10]2[CH2:15][CH2:14][N:13]([CH2:16][CH2:17][CH2:18][CH2:19][CH2:20][NH:21][CH2:22][C:23]3[CH:32]=[CH:31][C:30]4[C:25](=[CH:26][CH:27]=[CH:28][CH:29]=4)[CH:24]=3)[CH2:12][CH2:11]2)=[O:7])=[C:4]([O:36][CH3:37])[CH:3]=1.[CH:38](=O)[CH3:39].C([BH3-])#N.[Na+]>>[NH2:1][C:2]1[C:34]([Cl:35])=[CH:33][C:5]([C:6]([NH:8][CH2:9][CH:10]2[CH2:15][CH2:14][N:13]([CH2:16][CH2:17][CH2:18][CH2:19][CH2:20][N:21]([CH2:38][CH3:39])[CH2:22][C:23]3[CH:32]=[CH:31][C:30]4[C:25](=[CH:26][CH:27]=[CH:28][CH:29]=4)[CH:24]=3)[CH2:12][CH2:11]2)=[O:7])=[C:4]([O:36][CH3:37])[CH:3]=1 |f:2.3|. Reactants: FC1=CC=C(C=C1)C1(OCCO1)C1CCN(CC1)CCCCN1C(NC2=CC(=CC=C2C1=O)O)=O (3-[4-[4-[2-(4-fluorophenyl)-1,3-dioxolan-2-yl]-1-piperidinyl]butyl]-7-hydroxy-2,4(1H,3H)-quinazolinedione), Cl (hydrochloric acid), N (ammonia). Run in C(C)O (ethanol). Reaction conditions: time 4 hour. Product: FC1=CC=C(CC2CCN(CC2)CCCCN2C(NC3=CC(=CC=C3C2=O)O)=O)C=C1 (3-[4-[4-(4-fluorobenzyl)-1-piperidinyl]butyl]-7-hydroxy-2,4(1H,3H)-quinazolinedione). The yield is 28.0%. As a reaction SMILES: [F:1][C:2]1[CH:7]=[CH:6][C:5]([C:8]2([CH:13]3[CH2:18][CH2:17][N:16]([CH2:19][CH2:20][CH2:21][CH2:22][N:23]4[C:32](=[O:33])[C:31]5[C:26](=[CH:27][C:28]([OH:34])=[CH:29][CH:30]=5)[NH:25][C:24]4=[O:35])[CH2:15][CH2:14]3)OCCO2)=[CH:4][CH:3]=1.Cl.N>C(O)C>[F:1][C:2]1[CH:3]=[CH:4][C:5]([CH2:8][CH:13]2[CH2:18][CH2:17][N:16]([CH2:19][CH2:20][CH2:21][CH2:22][N:23]3[C:32](=[O:33])[C:31]4[C:26](=[CH:27][C:28]([OH:34])=[CH:29][CH:30]=4)[NH:25][C:24]3=[O:35])[CH2:15][CH2:14]2)=[CH:6][CH:7]=1. Reported procedure: A mixture of 1.9 parts of 3-[4-[4-[2-(4-fluorophenyl)-1,3-dioxolan-2-yl]-1-piperidinyl]butyl]-7-hydroxy-2,4(1H,3H)-quinazolinedione, 10 parts of a hydrochloric acid solution 6N and 20 parts of ethanol was stirred for 4 hours at reflux temperature. The base was liberated with ammonia. The product was filtered off and purified by column chromatography over silica gel using a mixture of trichloromethane and methanol (90:10 by volume) as eluent. The pure fractions were collected and the eluent was e... The reactants are BrC1=CC(=C(C=C1)S(=O)(=O)Cl)OC(F)(F)F (4-bromo-2-trifluoromethoxy-benzenesulfonyl chloride), C(=O)(O)[O-].[Na+] (NaHCO3), C(C)(C)(C)OC(NC1CNCC1)=O (pyrrolidin-3-yl-carbamic acid tert-butyl ester), C(C)(C)N(CC)C(C)C (diisopropylethylamine), Cl (hydrogen chloride). The solvent is C(Cl)Cl (CH2Cl2), C(Cl)(Cl)Cl (CHCl3), C(Cl)Cl (CH2Cl2), C(Cl)(Cl)Cl (CHCl3), CCOC(=O)C (EtOAc). Conditions: temperature 0 celsius, time 15 minute. The product is Cl.BrC1=CC(=C(C=C1)S(=O)(=O)N1CC(CC1)N)OC(F)(F)F (1-(4-bromo-2-trifluoromethoxy-benzenesulfonyl)-pyrrolidin-3-ylamine hydrochloride). Isolated yield 80.1%. Reaction SMILES: C(OC(=O)[NH:7][CH:8]1[CH2:12][CH2:11][NH:10][CH2:9]1)(C)(C)C.C(N(C(C)C)CC)(C)C.[Br:23][C:24]1[CH:29]=[CH:28][C:27]([S:30]([Cl:33])(=[O:32])=[O:31])=[C:26]([O:34][C:35]([F:38])([F:37])[F:36])[CH:25]=1.C([O-])(O)=O.[Na+].Cl>C(Cl)Cl.C(Cl)(Cl)Cl.CCOC(C)=O>[ClH:33].[Br:23][C:24]1[CH:29]=[CH:28][C:27]([S:30]([N:10]2[CH2:11][CH2:12][CH:8]([NH2:7])[CH2:9]2)(=[O:32])=[O:31])=[C:26]([O:34][C:35]([F:37])([F:36])[F:38])[CH:25]=1 |f:3.4,9.10|. Reported procedure: To a solution of pyrrolidin-3-yl-carbamic acid tert-butyl ester (1.00 g, 5.37 mmol) in CH2Cl2 (10 mL) was added diisopropylethylamine (1.96 mL, 5.92 mmol). The mixture was cooled at 0° C. and a solution of 4-bromo-2-trifluoromethoxy-benzenesulfonyl chloride (2.01 g, 5.92 mmol) in CH2Cl2 (10 mL) was added below 10° C. The reaction mixture was stirred at 4° C. for 15 min, dissolved in CHCl3 and saturated aqueous NaHCO3. The two phases were separated, the aqueous layer was extracted with CHCl3 (twi... Reactants: N1=CC(=CC=C1)CCNCC1=CC=NC=C1 ((2-Pyridin-3-yl-ethyl)-pyridin-4-ylmethyl-amine), C(C)N(C(C)C)C(C)C (N-ethyldiisopropylamine), CN(C)C=O (DMF), ClCCCI (1-chloro-3-iodopropane). The solvent is O (Water). Conditions: time 8 hour. Product: ClCCCN(CC1=CC=NC=C1)CCC=1C=NC=CC1 ((3-chloropropyl)-(2-pyridin-3-ylethyl)pyridin-4-ylmethylamine). Reaction SMILES: [N:1]1[CH:6]=[CH:5][CH:4]=[C:3]([CH2:7][CH2:8][NH:9][CH2:10][C:11]2[CH:16]=[CH:15][N:14]=[CH:13][CH:12]=2)[CH:2]=1.C(N(C(C)C)C(C)C)C.CN(C=O)C.[Cl:31][CH2:32][CH2:33][CH2:34]I>O>[Cl:31][CH2:32][CH2:33][CH2:34][N:9]([CH2:8][CH2:7][C:3]1[CH:2]=[N:1][CH:6]=[CH:5][CH:4]=1)[CH2:10][C:11]1[CH:12]=[CH:13][N:14]=[CH:15][CH:16]=1. Reported procedure: (2-Pyridin-3-yl-ethyl)-pyridin-4-ylmethyl-amine(210 mg) and N-ethyldiisopropylamine(0.34 ml) were added to a DMF solution (2 ml) of 1-chloro-3-iodopropane(0.16 ml). The mixture was stirred at room temperature overnight. Water was added to the reaction mixture, followed by extraction using ethyl acetate. The organic layer was washed with water and then saturated saline, and dried with anhydrous sodium sulfate. After condensation under reduced pressure, the residue was purified by silica gel colum... Reactants: C(C)(C)(C)C1=CC=C(C(=O)NC=2C=CC(=NC2)C2=CC=C3CN(C(C3=C2)=O)[C@H](C(=O)O)C(C)C)C=C1 ((S)-2-(6-(5-(4-tert-Butylbenzamido)pyridin-2-yl)-1-oxoisoindolin-2-yl)-3-methyl butanoic acid), CC([C@@H](C(=O)OC)N1C(C2=CC(=CC=C2C1)C1=C(C=C(C=C1)NC(C1=CC=C(C=C1)CCCCC)=O)C)=O)C ((S)-Methyl 3-methyl-2-(6-(2-methyl-4-(4-pentylbenzamido)phenyl)-1-oxoisoindolin-2-yl)butanoate). Product: CC([C@@H](C(=O)O)N1C(C2=CC(=CC=C2C1)C1=C(C=C(C=C1)NC(C1=CC=C(C=C1)CCCCC)=O)C)=O)C ((S)-3-Methyl-2-(6-(2-methyl-4-(4-pentylbenzamido)phenyl)-1-oxoisoindolin-2-yl)butanoic acid). Yield: 89.0%. RXN SMILES: C(C1C=CC(C(NC2C=CC(C3C=C4C(CN([C@@H](C(C)C)C(O)=O)C4=O)=CC=3)=NC=2)=O)=CC=1)(C)(C)C.[CH3:37][CH:38]([CH3:75])[C@H:39]([N:44]1[CH2:52][C:51]2[C:46](=[CH:47][C:48]([C:53]3[CH:58]=[CH:57][C:56]([NH:59][C:60](=[O:72])[C:61]4[CH:66]=[CH:65][C:64]([CH2:67][CH2:68][CH2:69][CH2:70][CH3:71])=[CH:63][CH:62]=4)=[CH:55][C:54]=3[CH3:73])=[CH:49][CH:50]=2)[C:45]1=[O:74])[C:40]([O:42]C)=[O:41]>>[CH3:75][CH:38]([CH3:37])[C@H:39]([N:44]1[CH2:52][C:51]2[C:46](=[CH:47][C:48]([C:53]3[CH:58]=[CH:57][C:56]([NH:59][C:60](=[O:72])[C:61]4[CH:62]=[CH:63][C:64]([CH2:67][CH2:68][CH2:69][CH2:70][CH3:71])=[CH:65][CH:66]=4)=[CH:55][C:54]=3[CH3:73])=[CH:49][CH:50]=2)[C:45]1=[O:74])[C:40]([OH:42])=[O:41]. Procedure: The compound of example 474 was prepared analogous to the compound of example 404 by hydrolysis of the compound of example 473. Reactants: CC(CN1C(N(C2=NC(=CC=C21)C=2CC1C(CNC1)C2)C)=O)(C)C (1-(2,2-Dimethylpropyl)-5-(1,2,3,3a,4,6a-hexahydrocyclopenta[c]pyrrol-5-yl)-3-methyl-1,3-dihydro-2H-imidazo[4,5-b]pyridin-2-one), CCN(C(C)C)C(C)C (DIPEA), CS(=O)(=O)Cl (methanesulfonyl chloride). The solvent is C(Cl)Cl (methylene chloride). Reaction conditions: time 5 minute. Yields the product CC(CN1C(N(C2=NC(=CC=C21)C=2CC1C(CN(C1)S(=O)(=O)C)C2)C)=O)(C)C (1-(2,2-Dimethylpropyl)-3-methyl-5-[2-(methylsulfonyl)-1,2,3,3a,4,6a-hexahydrocyclopenta[c]pyrrol-5-yl]-1,3-dihydro-2H-imidazo[4,5-b]pyridin-2-one). As a reaction SMILES: [CH3:1][C:2]([CH3:24])([CH3:23])[CH2:3][N:4]1[C:12]2[C:7](=[N:8][C:9]([C:13]3[CH2:14][CH:15]4[CH2:19][NH:18][CH2:17][CH:16]4[CH:20]=3)=[CH:10][CH:11]=2)[N:6]([CH3:21])[C:5]1=[O:22].CCN(C(C)C)C(C)C.[CH3:34][S:35](Cl)(=[O:37])=[O:36]>C(Cl)Cl>[CH3:1][C:2]([CH3:24])([CH3:23])[CH2:3][N:4]1[C:12]2[C:7](=[N:8][C:9]([C:13]3[CH2:14][CH:15]4[CH2:19][N:18]([S:35]([CH3:34])(=[O:37])=[O:36])[CH2:17][CH:16]4[CH:20]=3)=[CH:10][CH:11]=2)[N:6]([CH3:21])[C:5]1=[O:22]. Reported procedure: 1-(2,2-Dimethylpropyl)-5-(1,2,3,3a,4,6a-hexahydrocyclopenta[c]pyrrol-5-yl)-3-methyl-1,3-dihydro-2H-imidazo[4,5-b]pyridin-2-one (84, 100 mg, 0.30 mmol, 1.0 equiv), and DIPEA (0.16 mL, 0.91 mmol, 3.0 equiv) were added to anhydrous methylene chloride (3 mL). Stirred for 5 min and methanesulfonyl chloride (26.3 μL, 0.33 mmol, 1.1 equiv) was added. After stirring for 10 min at room temperature, LCMS showed consumption of starting material. Purification by reverse-phase HPLC (20-100% CH3CN:0.1% TFA in...